Dataset: the Open Reaction Database (ORD), a public repository of structured organic reaction records. Task: describe an organic reaction: reactants, conditions, products, and yield Reactants: COc1cc(Nc2c(C#N)cnc3cc(Br)ccc23)c(Cl)cc1Cl, O=C([O-])O, CCN1CCN(Cc2ccc(B3OC(C)(C)C(C)(C)O3)cc2)CC1, COCCOC, [Na+], [Pd], c1ccc(P(c2ccccc2)c2ccccc2)cc1, c1ccc(P(c2ccccc2)c2ccccc2)cc1, c1ccc(P(c2ccccc2)c2ccccc2)cc1, c1ccc(P(c2ccccc2)c2ccccc2)cc1. Product: CCN1CCN(Cc2ccc(-c3ccc4c(Nc5cc(OC)c(Cl)cc5Cl)c(C#N)cnc4c3)cc2)CC1. RXN SMILES: [Br:1][c:2]1[cH:3][cH:4][c:5]2[c:6]([NH:14][c:15]3[c:16]([Cl:24])[cH:17][c:18]([Cl:23])[c:19]([O:21][CH3:22])[cH:20]3)[c:7]([C:12]#[N:13])[cH:8][n:9][c:10]2[cH:11]1.[C:55](=[O:56])([OH:57])[O-:58].[CH2:25]([CH3:26])[N:27]1[CH2:28][CH2:29][N:30]([CH2:33][c:34]2[cH:35][cH:36][c:37]([B:40]3[O:41][C:42]([CH3:43])([CH3:44])[C:45]([CH3:46])([CH3:47])[O:48]3)[cH:38][cH:39]2)[CH2:31][CH2:32]1.[CH3:49][O:50][CH2:51][CH2:52][O:53][CH3:54].[Na+:59].[Pd:60].[c:118]1([P:119]([c:120]2[cH:121][cH:122][cH:123][cH:124][cH:125]2)[c:126]2[cH:127][cH:128][cH:129][cH:130][cH:131]2)[cH:132][cH:133][cH:134][cH:135][cH:136]1.[c:61]1([P:62]([c:63]2[cH:64][cH:65][cH:66][cH:67][cH:68]2)[c:69]2[cH:70][cH:71][cH:72][cH:73][cH:74]2)[cH:75][cH:76][cH:77][cH:78][cH:79]1.[c:80]1([P:81]([c:82]2[cH:83][cH:84][cH:85][cH:86][cH:87]2)[c:88]2[cH:89][cH:90][cH:91][cH:92][cH:93]2)[cH:94][cH:95][cH:96][cH:97][cH:98]1.[c:99]1([P:100]([c:101]2[cH:102][cH:103][cH:104][cH:105][cH:106]2)[c:107]2[cH:108][cH:109][cH:110][cH:111][cH:112]2)[cH:113][cH:114][cH:115][cH:116][cH:117]1>>[c:2]1(-[c:37]2[cH:36][cH:35][c:34]([CH2:33][N:30]3[CH2:29][CH2:28][N:27]([CH2:25][CH3:26])[CH2:32][CH2:31]3)[cH:39][cH:38]2)[cH:3][cH:4][c:5]2[c:6]([NH:14][c:15]3[c:16]([Cl:24])[cH:17][c:18]([Cl:23])[c:19]([O:21][CH3:22])[cH:20]3)[c:7]([C:12]#[N:13])[cH:8][n:9][c:10]2[cH:11]1. Reactants: [C-]#N, [C-]#N, CN(C)C=O, N#CC1(c2cccc(C(=O)Nc3cccc(Oc4ccc5nc(NC(=O)c6ccc(Cl)nc6)cn5n4)c3)c2)CC1, [Na+], O=C([O-])O, [Zn+2], c1ccc(P(c2ccccc2)(c2ccccc2)[Pd](P(c2ccccc2)(c2ccccc2)c2ccccc2)(P(c2ccccc2)(c2ccccc2)c2ccccc2)P(c2ccccc2)(c2ccccc2)c2ccccc2)cc1. Product: N#Cc1ccc(C(=O)Nc2cn3nc(Oc4cccc(NC(=O)c5cccc(C6(C#N)CC6)c5)c4)ccc3n2)cn1. As a reaction SMILES: [C-:128]#[N:129].[C-:131]#[N:132].[CH3:46][N:47]([CH3:48])[CH:49]=[O:50].[Cl:1][c:2]1[n:3][cH:4][c:5]([C:6](=[O:7])[NH:8][c:9]2[n:10][c:11]3[n:12]([n:13][c:14]([O:17][c:18]4[cH:19][c:20]([NH:24][C:25]([c:26]5[cH:27][c:28]([C:32]6([C:35]#[N:36])[CH2:33][CH2:34]6)[cH:29][cH:30][cH:31]5)=[O:37])[cH:21][cH:22][cH:23]4)[cH:15][cH:16]3)[cH:38]2)[cH:39][cH:40]1.[Na+:41].[OH:42][C:43](=[O:44])[O-:45].[Zn+2:130].[cH:51]1[cH:52][cH:53][c:54]([P:55]([Pd:56]([P:57]([c:58]2[cH:59][cH:60][cH:61][cH:62][cH:63]2)([c:64]2[cH:65][cH:66][cH:67][cH:68][cH:69]2)[c:70]2[cH:71][cH:72][cH:73][cH:74][cH:75]2)([P:76]([c:77]2[cH:78][cH:79][cH:80][cH:81][cH:82]2)([c:83]2[cH:84][cH:85][cH:86][cH:87][cH:88]2)[c:89]2[cH:90][cH:91][cH:92][cH:93][cH:94]2)[P:95]([c:96]2[cH:97][cH:98][cH:99][cH:100][cH:101]2)([c:102]2[cH:103][cH:104][cH:105][cH:106][cH:107]2)[c:108]2[cH:109][cH:110][cH:111][cH:112][cH:113]2)([c:114]2[cH:115][cH:116][cH:117][cH:118][cH:119]2)[c:120]2[cH:121][cH:122][cH:123][cH:124][cH:125]2)[cH:126][cH:127]1>>[c:2]1([C:46]#[N:47])[n:3][cH:4][c:5]([C:6](=[O:7])[NH:8][c:9]2[n:10][c:11]3[n:12]([n:13][c:14]([O:17][c:18]4[cH:19][c:20]([NH:24][C:25]([c:26]5[cH:27][c:28]([C:32]6([C:35]#[N:36])[CH2:33][CH2:34]6)[cH:29][cH:30][cH:31]5)=[O:37])[cH:21][cH:22][cH:23]4)[cH:15][cH:16]3)[cH:38]2)[cH:39][cH:40]1.